Dataset: the Open Reaction Database (ORD), a public repository of structured organic reaction records. Task: describe an organic reaction: reactants, conditions, products, and yield Starting materials: Fc1ccc(Br)cc1CBr, CC(C)(C)OC(=O)N1CCCCC1CCCO, ClCCl, CC(C)(C)[O-], [K+], C1CCOC1. Yields the product CC(C)(C)OC(=O)N1CCCCC1CCCOCc1cc(Br)ccc1F. As a reaction SMILES: [Br:24][c:25]1[cH:26][cH:27][c:28]([F:33])[c:29]([CH2:30][Br:31])[cH:32]1.[C:1]([CH3:2])([CH3:3])([CH3:4])[O:5][C:6](=[O:7])[N:8]1[CH:9]([CH2:14][CH2:15][CH2:16][OH:17])[CH2:10][CH2:11][CH2:12][CH2:13]1.[CH2:39]([Cl:40])[Cl:41].[CH3:18][C:19]([CH3:20])([O-:21])[CH3:22].[K+:23].[O:34]1[CH2:35][CH2:36][CH2:37][CH2:38]1>>[C:1]([CH3:2])([CH3:3])([CH3:4])[O:5][C:6](=[O:7])[N:8]1[CH:9]([CH2:14][CH2:15][CH2:16][O:17][CH2:30][c:29]2[c:28]([F:33])[cH:27][cH:26][c:25]([Br:24])[cH:32]2)[CH2:10][CH2:11][CH2:12][CH2:13]1. The reactants are [Li+].[OH-] (LiOH), BrCC(=O)O (bromoacetic acid), [Li+].[OH-] (LiOH), OC1CC(NC(C1)CN)CN (4-Hydroxy-2,6-piperidinedimethaneamine), [Li+].[OH-] (LiOH), Br (hydrobromic acid). Solvent: O (water), O (water). Run at temperature 85 celsius. The product is C(C)(=O)O.C(C)(=O)O.C(C)(=O)O.C(C)(=O)O.C(C)(=O)O.OC1CC(NC(C1)CN)CN (4-Hydroxy-2,6-piperidinedimethaneamine Penta (Acetic Acid)). Reaction SMILES: [OH:1][CH:2]1[CH2:7][CH:6]([CH2:8][NH2:9])[NH:5][CH:4]([CH2:10][NH2:11])[CH2:3]1.[Li+].[OH-].Br[CH2:15][C:16]([OH:18])=[O:17].Br>O>[C:16]([OH:18])(=[O:17])[CH3:15].[C:16]([OH:18])(=[O:17])[CH3:15].[C:16]([OH:18])(=[O:17])[CH3:15].[C:16]([OH:18])(=[O:17])[CH3:15].[C:16]([OH:18])(=[O:17])[CH3:15].[OH:1][CH:2]1[CH2:7][CH:6]([CH2:8][NH2:9])[NH:5][CH:4]([CH2:10][NH2:11])[CH2:3]1 |f:1.2,6.7.8.9.10.11|. Procedure details: 4-Hydroxy-2,6-piperidinedimethaneamine (10 mmol) is dissolved in water (10 ml). The pH is adjusted to 10 with 4M LiOH, and a solution of bromoacetic acid (55 mmol) and LiOH (55 mmol) in water (10 ml) is gradually added to the stirred mixture at ambient temperature. The temperature is gradually increased to 85° C. during 4 hours while the pH is kept in the alkaline range (8 to 10) with aqueous LiOH. The solution is allowed to cool to ambient temperature, neutralised with conc. hydrobromic acid, l... Starting materials: ClCCl, C=CC(C)(C)OCCCCCCCCCCCCCCCC, O=C(OO)c1cccc(Cl)c1. Product: CCCCCCCCCCCCCCCCOC(C)(C)C1CO1. RXN SMILES: [CH2:34]([Cl:35])[Cl:36].[CH3:1][C:2]([CH:3]=[CH2:4])([CH3:5])[O:6][CH2:7][CH2:8][CH2:9][CH2:10][CH2:11][CH2:12][CH2:13][CH2:14][CH2:15][CH2:16][CH2:17][CH2:18][CH2:19][CH2:20][CH2:21][CH3:22].[Cl:23][c:24]1[cH:25][cH:26][cH:27][c:28]([C:29]([O:30][OH:32])=[O:31])[cH:33]1>>[CH3:1][C:2]([CH:3]1[CH2:4][O:31]1)([CH3:5])[O:6][CH2:7][CH2:8][CH2:9][CH2:10][CH2:11][CH2:12][CH2:13][CH2:14][CH2:15][CH2:16][CH2:17][CH2:18][CH2:19][CH2:20][CH2:21][CH3:22]. The reactants are N1N=CC(=C1)C1=CC2=C(C=3N=C(SC3CCO2)C(=O)O)C=C1 (8-(1H-Pyrazol-4-yl)-4,5-dihydro-6-oxa-3-thia-1-aza-benzo[e]azulene-2-carboxylic acid), C1(CCCCC1)NCCO (2-(cyclohexylamino)ethanol). The product is C1(CCCCC1)N(C(=O)C=1SC=2CCOC3=C(C2N1)C=CC(=C3)C=3C=NNC3)CCO (8-(1H-Pyrazol-4-yl)-4,5-dihydro-6-oxa-3-thia-1-aza-benzo[e]azulene-2-carboxylic acid cyclohexyl-(2-hydroxy-ethyl)-amide). As a reaction SMILES: [NH:1]1[CH:5]=[C:4]([C:6]2[CH:22]=[CH:21][C:9]3[C:10]4[N:11]=[C:12]([C:18](O)=[O:19])[S:13][C:14]=4[CH2:15][CH2:16][O:17][C:8]=3[CH:7]=2)[CH:3]=[N:2]1.[CH:23]1([NH:29][CH2:30][CH2:31][OH:32])[CH2:28][CH2:27][CH2:26][CH2:25][CH2:24]1>>[CH:23]1([N:29]([CH2:30][CH2:31][OH:32])[C:18]([C:12]2[S:13][C:14]3[CH2:15][CH2:16][O:17][C:8]4[CH:7]=[C:6]([C:4]5[CH:5]=[N:1][NH:2][CH:3]=5)[CH:22]=[CH:21][C:9]=4[C:10]=3[N:11]=2)=[O:19])[CH2:28][CH2:27][CH2:26][CH2:25][CH2:24]1. Reported procedure: Following the procedure for 103, 8-(1H-Pyrazol-4-yl)-4,5-dihydro-6-oxa-3-thia-1-aza-benzo[e]azulene-2-carboxylic acid (50.0 mg, 0.2 mmol) was reacted with 2-(cyclohexylamino)ethanol (1.2 equiv) to give 173 (14.1 mg, M+1 439.1)